Dataset: the Open Reaction Database (ORD), a public repository of structured organic reaction records. Task: describe an organic reaction: reactants, conditions, products, and yield Starting materials: C(C)(=O)C1=C(C(=C(OC(C(=O)OCC)C2=CC=C(C=C2)Cl)C=C1)CCC)O (Ethyl 2-(4-acetyl-2-n-propyl-3-hydroxyphenoxy)-2-(4-chlorophenyl)acetate). The solvent is O1CCOCC1 (dioxane), Cl (hydrochloric acid). The product is C(C)(=O)C1=C(C(=C(OC(C(=O)O)C2=CC=C(C=C2)Cl)C=C1)CCC)O (2-(4-acetyl-2-n-propyl-3-hydroxyphenoxy)-2-(4-chlorophenyl)acetic acid). The yield is 32.3%. RXN SMILES: [C:1]([C:4]1[CH:23]=[CH:22][C:7]([O:8][CH:9]([C:15]2[CH:20]=[CH:19][C:18]([Cl:21])=[CH:17][CH:16]=2)[C:10]([O:12]CC)=[O:11])=[C:6]([CH2:24][CH2:25][CH3:26])[C:5]=1[OH:27])(=[O:3])[CH3:2]>O1CCOCC1.Cl>[C:1]([C:4]1[CH:23]=[CH:22][C:7]([O:8][CH:9]([C:15]2[CH:20]=[CH:19][C:18]([Cl:21])=[CH:17][CH:16]=2)[C:10]([OH:12])=[O:11])=[C:6]([CH2:24][CH2:25][CH3:26])[C:5]=1[OH:27])(=[O:3])[CH3:2]. Procedure: A mixture of 5 g of Ethyl 2-(4-acetyl-2-n-propyl-3-hydroxyphenoxy)-2-(4-chlorophenyl)acetate in 100 ml of dioxane and 15 ml of concentrated hydrochloric acid was refluxed for 70 hours. The reaction mixture was then cooled and concentrated in vacuum to give 2.6 g of the crude solid. The crude product was crystallized from EtOAc/hexane to give 1.5 g of the pure product, melting point 163°-164°. RXN SMILES: [Br-:21].[Br:22][CH2:23][Br:24].[CH3:15][N:16]([CH3:17])[CH:18]=[O:19].[Cl:1][CH2:2][C:3]([CH2:4][S:5](=[O:6])(=[O:7])[c:8]1[cH:9][cH:10][cH:11][cH:12][cH:13]1)=[CH2:14].[Na+:20]>>[CH2:2]([C:3]([CH2:4][S:5](=[O:6])(=[O:7])[c:8]1[cH:9][cH:10][cH:11][cH:12][cH:13]1)=[CH2:14])[Br:21]. Starting materials: [Br-], BrCBr, CN(C)C=O, C=C(CCl)CS(=O)(=O)c1ccccc1, [Na+]. Yields the product C=C(CBr)CS(=O)(=O)c1ccccc1.